From a dataset of the Open Reaction Database (ORD), a public repository of structured organic reaction records. describe an organic reaction: reactants, conditions, products, and yield The reactants are CN(C)C1(c2ccccc2)CCC(O)(CCCc2c[nH]c3ccc(F)cc23)CC1, C[Si](C)(C)OS(=O)(=O)C(F)(F)F, ClCCl. Yields the product CN(C)C1(c2ccccc2)CCC2(CCCc3c2[nH]c2ccc(F)cc32)CC1. RXN SMILES: [CH3:13][N:14]([C:15]1([c:35]2[cH:36][cH:37][cH:38][cH:39][cH:40]2)[CH2:16][CH2:17][C:18]([OH:21])([CH2:22][CH2:23][CH2:24][c:25]2[cH:26][nH:27][c:28]3[cH:29][cH:30][c:31]([F:34])[cH:32][c:33]23)[CH2:19][CH2:20]1)[CH3:41].[CH3:1][Si:2]([O:3][S:4]([C:5]([F:6])([F:7])[F:8])(=[O:9])=[O:10])([CH3:11])[CH3:12].[Cl:42][CH2:43][Cl:44]>>[CH3:13][N:14]([C:15]1([c:35]2[cH:36][cH:37][cH:38][cH:39][cH:40]2)[CH2:16][CH2:17][C:18]2([CH2:19][CH2:20]1)[CH2:22][CH2:23][CH2:24][c:25]1[c:26]2[nH:27][c:28]2[cH:29][cH:30][c:31]([F:34])[cH:32][c:33]12)[CH3:41]. Starting materials: BrC=1C=C2C(=C(C=NC2=CC1)C(=O)C1CC1)N[C@@H]1CC[C@H](CC1)CN1CCCC1 ((6-bromo-4-((trans-4-(pyrrolidin-1-ylmethyl)cyclohexyl)amino)quinolin-3-yl)(cyclopropyl)methanone), ClC1=C(C(=CC(=C1)B1OC(C(O1)(C)C)(C)C)F)O (2-chloro-6-fluoro-4-(4,4,5,5-tetramethyl-1,3,2-dioxaborolan-2-yl)phenol). Yields the product ClC=1C=C(C=C(C1O)F)C=1C=C2C(=C(C=NC2=CC1)C(=O)C1CC1)N[C@@H]1CC[C@H](CC1)CN1CCCC1 ((6-(3-chloro-5-fluoro-4-hydroxyphenyl)-4-((trans-4-(pyrrolidin-1-ylmethyl)cyclohexyl)amino)quinolin-3-yl)(cyclopropyl)methanone). Yield: 61.3%. As a reaction SMILES: Br[C:2]1[CH:3]=[C:4]2[C:9](=[CH:10][CH:11]=1)[N:8]=[CH:7][C:6]([C:12]([CH:14]1[CH2:16][CH2:15]1)=[O:13])=[C:5]2[NH:17][C@H:18]1[CH2:23][CH2:22][C@H:21]([CH2:24][N:25]2[CH2:29][CH2:28][CH2:27][CH2:26]2)[CH2:20][CH2:19]1.[Cl:30][C:31]1[CH:36]=[C:35](B2OC(C)(C)C(C)(C)O2)[CH:34]=[C:33]([F:46])[C:32]=1[OH:47]>>[Cl:30][C:31]1[CH:36]=[C:35]([C:2]2[CH:3]=[C:4]3[C:9](=[CH:10][CH:11]=2)[N:8]=[CH:7][C:6]([C:12]([CH:14]2[CH2:15][CH2:16]2)=[O:13])=[C:5]3[NH:17][C@H:18]2[CH2:23][CH2:22][C@H:21]([CH2:24][N:25]3[CH2:29][CH2:28][CH2:27][CH2:26]3)[CH2:20][CH2:19]2)[CH:34]=[C:33]([F:46])[C:32]=1[OH:47]. Reported procedure: Following general procedure M, (6-bromo-4-((trans-4-(pyrrolidin-1-ylmethyl)cyclohexyl)amino)quinolin-3-yl)(cyclopropyl)methanone (46 mg, 0.10 mmol) was reacted with 2-chloro-6-fluoro-4-(4,4,5,5-tetramethyl-1,3,2-dioxaborolan-2-yl)phenol (43 mg, 0.16 mmol) to afford the desired product (32 mg, 61%) as a yellow solid. 1H NMR (500 MHz, MeOD) δ 9.10 (s, 1H), 8.28 (s, 1H), 7.94 (dd, J=8.7, 1.9 Hz, 1H), 7.85 (d, J=8.7 Hz, 1H), 7.47-7.43 (m, 1H), 7.35 (dd, J=11.9, 2.4 Hz, 1H), 4.15-4.07 (m, 1H), 3.23-3... Reactants: O=C([O-])O, COC(CN(C(=O)CCOCCc1cccc(CN2CCC3(CC2)CN(C(=O)c2csc(C)n2)CCO3)c1)C1CCCCC1)OC, ClCCl, [Na+]. Yields the product Cc1nc(C(=O)N2CCOC3(CCN(Cc4cccc(CCOCCC(=O)N(CC=O)C5CCCCC5)c4)CC3)C2)cs1. Reaction SMILES: [C:47](=[O:48])([OH:49])[O-:50].[CH:1]1([N:7]([C:8]([CH2:9][CH2:10][O:11][CH2:12][CH2:13][c:14]2[cH:15][c:16]([CH2:20][N:21]3[CH2:22][CH2:23][C:24]4([CH2:25][N:26]([C:30](=[O:31])[c:32]5[n:33][c:34]([CH3:37])[s:35][cH:36]5)[CH2:27][CH2:28][O:29]4)[CH2:38][CH2:39]3)[cH:17][cH:18][cH:19]2)=[O:40])[CH2:41][CH:42]([O:43][CH3:46])[O:44][CH3:45])[CH2:2][CH2:3][CH2:4][CH2:5][CH2:6]1.[Cl:52][CH2:53][Cl:54].[Na+:51]>>[CH:1]1([N:7]([C:8]([CH2:9][CH2:10][O:11][CH2:12][CH2:13][c:14]2[cH:15][c:16]([CH2:20][N:21]3[CH2:22][CH2:23][C:24]4([CH2:25][N:26]([C:30](=[O:31])[c:32]5[n:33][c:34]([CH3:37])[s:35][cH:36]5)[CH2:27][CH2:28][O:29]4)[CH2:38][CH2:39]3)[cH:17][cH:18][cH:19]2)=[O:40])[CH2:41][CH:42]=[O:43])[CH2:2][CH2:3][CH2:4][CH2:5][CH2:6]1. Reactants: CC(C)N(NC(=O)c1ccccc1)C(=O)CCc1ccccc1Br, O=C([O-])[O-], COCCOC, OB(O)c1ccccc1F, [Na+], [Na+]. Yields the product CC(C)N(NC(=O)c1ccccc1)C(=O)CCc1ccccc1-c1ccccc1F. RXN SMILES: [Br:1][c:2]1[c:3]([CH2:8][CH2:9][C:10](=[O:11])[N:12]([NH:13][C:14]([c:15]2[cH:16][cH:17][cH:18][cH:19][cH:20]2)=[O:21])[CH:22]([CH3:23])[CH3:24])[cH:4][cH:5][cH:6][cH:7]1.[C:25](=[O:26])([O-:27])[O-:28].[CH3:41][O:42][CH2:43][CH2:44][O:45][CH3:46].[F:31][c:32]1[c:33]([B:38]([OH:39])[OH:40])[cH:34][cH:35][cH:36][cH:37]1.[Na+:29].[Na+:30]>>[c:2]1(-[c:33]2[c:32]([F:31])[cH:37][cH:36][cH:35][cH:34]2)[c:3]([CH2:8][CH2:9][C:10](=[O:11])[N:12]([NH:13][C:14]([c:15]2[cH:16][cH:17][cH:18][cH:19][cH:20]2)=[O:21])[CH:22]([CH3:23])[CH3:24])[cH:4][cH:5][cH:6][cH:7]1. Reactants: O (water), [I-].N1N=C(C=2CCC3=C(C12)C=CC=C3)C[N+](C)(C)C ((4,5-dihydro-1H-benzo[g]indazol-3-ylmethyl)-trimethylammonium iodide), C1NCCC2=CC=CC=C12 (1,2,3,4-tetrahydroisoquinoline), C(C)(C)N(CC)C(C)C (diisopropylethylamine). Run in CN(C)C=O (DMF). Conditions: time 48 hour. Product: C1N(CCC2=CC=CC=C12)CC1=NNC=2C3=C(CCC12)C=CC=C3 (3-(1,2,3,4-Tetrahydroisoquinolin-2-ylmethyl)-4,5-dihydro-1H-benzo[g]indazole). Yield: 33.0%. Reaction SMILES: [I-].[NH:2]1[C:10]2[C:9]3[CH:11]=[CH:12][CH:13]=[CH:14][C:8]=3[CH2:7][CH2:6][C:5]=2[C:4]([CH2:15][N+:16]([CH3:19])([CH3:18])C)=[N:3]1.C1[C:29]2[C:24](=[CH:25][CH:26]=[CH:27][CH:28]=2)[CH2:23]CN1.C(N(C(C)C)CC)(C)C.O>CN(C=O)C>[CH2:19]1[C:29]2[C:24](=[CH:25][CH:26]=[CH:27][CH:28]=2)[CH2:23][CH2:18][N:16]1[CH2:15][C:4]1[C:5]2[CH2:6][CH2:7][C:8]3[CH:14]=[CH:13][CH:12]=[CH:11][C:9]=3[C:10]=2[NH:2][N:3]=1 |f:0.1|. Procedure: A solution of (4,5-dihydro-1H-benzo[g]indazol-3-ylmethyl)-trimethylammonium iodide (0.40 g), 1,2,3,4-tetrahydroisoquinoline (0.20 cm3) and diisopropylethylamine (0.28 cm3) in DMF (10 cm3) was heated under argon at 80° C. for 24 hours, then stirred at room temperature for 48 hours. The mixture was poured into water (30 cm3) and extracted with ethyl acetate (2×20 cm3). The organic extracts were dried (MgSO4), filtered and concentrated. Flash column chromatography on silica gel, eluting with 5% eth...